This data is from the Open Reaction Database (ORD), a public repository of structured organic reaction records. The task is: describe an organic reaction: reactants, conditions, products, and yield Reactants: Cl.ClC1=C(NC(=C1Cl)C)C(=O)NC1CCNCC1 (3,4-dichloro-5-methyl-N-piperidin-4-yl-1H-pyrrole-2-carboxamide hydrochloride), Cl.ClC1=C(NC(=C1Cl)C)C(=O)NC1CCNCC1 (3,4-dichloro-5-methyl-N-piperidin-4-yl-1H-pyrrole-2-carboxamide hydrochloride), ClC1=CC(=NC2=CC=C(C=C12)Cl)C(=O)OC (methyl 4,6-dichloroquinoline-2-carboxylate), C(C)(C)N(CC)C(C)C (diisopropylethylamine). The solvent is CN(C)C=O (DMF), CCOC(=O)C (EtOAc). Product: ClC=1C=C2C(=CC(=NC2=CC1)C(=O)OC)N1CCC(CC1)NC(=O)C=1NC(=C(C1Cl)Cl)C (Methyl 6-chloro-4-(4-{[(3,4-dichloro-5-methyl-1H-pyrrol-2-yl)carbonyl]amino}piperidin-1-yl)quinoline-2-carboxylate). The yield is 35.5%. As a reaction SMILES: Cl.[Cl:2][C:3]1[C:7]([Cl:8])=[C:6]([CH3:9])[NH:5][C:4]=1[C:10]([NH:12][CH:13]1[CH2:18][CH2:17][NH:16][CH2:15][CH2:14]1)=[O:11].Cl[C:20]1[C:29]2[C:24](=[CH:25][CH:26]=[C:27]([Cl:30])[CH:28]=2)[N:23]=[C:22]([C:31]([O:33][CH3:34])=[O:32])[CH:21]=1.C(N(C(C)C)CC)(C)C>CN(C=O)C.CCOC(C)=O>[Cl:30][C:27]1[CH:28]=[C:29]2[C:24](=[CH:25][CH:26]=1)[N:23]=[C:22]([C:31]([O:33][CH3:34])=[O:32])[CH:21]=[C:20]2[N:16]1[CH2:17][CH2:18][CH:13]([NH:12][C:10]([C:4]2[NH:5][C:6]([CH3:9])=[C:7]([Cl:8])[C:3]=2[Cl:2])=[O:11])[CH2:14][CH2:15]1 |f:0.1|. Procedure details: A solution of 3,4-dichloro-5-methyl-N-piperidin-4-yl-1H-pyrrole-2-carboxamide hydrochloride (Intermediate 1; 59 mg, 0.21 mmol), methyl 4,6-dichloroquinoline-2-carboxylate (F R Alexandre, et. al., Tetrahedron 2003, 59: 1413; 57 mg 0.22 mmol) and diisopropylethylamine (0.10 ml) in DMF (2.0 ml) was heated in a microwave reactor to 180° C. for 30 minutes. The reaction was diluted with 50 ml of EtOAc, then extracted with 25 ml of 1 N NaOH, 2×25 ml of water, dried over anhydrous MgSO4 and concentrated... Reactants: ClCCl, COC(=O)c1ccc(C(=O)N2CCN(c3ncccc3[N+](=O)[O-])CC2)cc1, CO, [H][H]. Product: COC(=O)c1ccc(C(=O)N2CCN(c3ncccc3N)CC2)cc1. Reaction SMILES: [CH2:32]([Cl:33])[Cl:34].[CH3:1][O:2][C:3]([c:4]1[cH:5][cH:6][c:7]([C:10](=[O:11])[N:12]2[CH2:13][CH2:14][N:15]([c:18]3[n:19][cH:20][cH:21][cH:22][c:23]3[N+:24]([O-:25])=[O:26])[CH2:16][CH2:17]2)[cH:8][cH:9]1)=[O:27].[CH3:30][OH:31].[H:28][H:29]>>[CH3:1][O:2][C:3]([c:4]1[cH:5][cH:6][c:7]([C:10](=[O:11])[N:12]2[CH2:13][CH2:14][N:15]([c:18]3[n:19][cH:20][cH:21][cH:22][c:23]3[NH2:24])[CH2:16][CH2:17]2)[cH:8][cH:9]1)=[O:27]. Reactants: C(N)(=O)Cl (carbamic acid chloride), C1(=CC=CC=C1)S(=O)(=O)N1C(NCCC1)=O (1-phenylsulfonyl-1,3-diaza-cyclohexane-2-one), C(=O)(Cl)Cl (phosgene). Yields the product ClC(=O)N1C(N(CCC1)S(=O)(=O)C1=CC=CC=C1)=O (1-Chlorocarbonyl-2-oxo-3-phenylsulfonyl-1,3-diaza-cyclohexane). RXN SMILES: [C:1]([Cl:4])(=[O:3])[NH2:2].[C:5]1([S:11]([N:14]2[CH2:19][CH2:18][CH2:17]N[C:15]2=[O:20])(=[O:13])=[O:12])[CH:10]=[CH:9][CH:8]=[CH:7][CH:6]=1.C(Cl)(Cl)=O>>[Cl:4][C:1]([N:2]1[CH2:17][CH2:18][CH2:19][N:14]([S:11]([C:5]2[CH:6]=[CH:7][CH:8]=[CH:9][CH:10]=2)(=[O:13])=[O:12])[C:15]1=[O:20])=[O:3]. Reported procedure: This carbamic acid chloride was produced as described in Example 27 A from 6 parts by weight of 1-phenylsulfonyl-1,3-diaza-cyclohexane-2-one and 5 parts by weight of phosgene. The product was recrystallized from acetone/petrolether. Starting materials: O=C1C(Cl)=C2c3ccc4nn(Cc5ccccc5)cc4c3CC23CCC1C3, Cl, c1ccncc1. The product is O=C1C(Cl)=C2c3ccc4[nH]ncc4c3CC23CCC1C3. As a reaction SMILES: [CH2:1]([c:2]1[cH:3][cH:4][cH:5][cH:6][cH:7]1)[n:8]1[n:9][c:10]2[cH:11][cH:12][c:13]3[c:14]([c:15]2[cH:16]1)[CH2:17][C:18]12[CH2:19][CH2:20][CH:21]([C:22](=[O:26])[C:23]([Cl:25])=[C:24]31)[CH2:27]2.[ClH:28].[n:29]1[cH:30][cH:31][cH:32][cH:33][cH:34]1>>[n:8]1[nH:9][c:10]2[cH:11][cH:12][c:13]3[c:14]([c:15]2[cH:16]1)[CH2:17][C:18]12[CH2:19][CH2:20][CH:21]([C:22](=[O:26])[C:23]([Cl:25])=[C:24]31)[CH2:27]2.